This data is from the Open Reaction Database (ORD), a public repository of structured organic reaction records. The task is: describe an organic reaction: reactants, conditions, products, and yield Starting materials: O=C([O-])[O-], CI, CN(C)C=O, COC(=O)c1cc(Cl)cc2c1OCCN2, [K+], [K+], O. The product is COC(=O)c1cc(Cl)cc2c1OCCN2C. Reaction SMILES: [C:16](=[O:17])([O-:18])[O-:19].[CH3:22][I:23].[CH3:25][N:26]([CH3:27])[CH:28]=[O:29].[Cl:1][c:2]1[cH:3][c:4]([C:12](=[O:13])[O:14][CH3:15])[c:5]2[c:6]([cH:11]1)[NH:7][CH2:8][CH2:9][O:10]2.[K+:20].[K+:21].[OH2:24]>>[Cl:1][c:2]1[cH:3][c:4]([C:12](=[O:13])[O:14][CH3:15])[c:5]2[c:6]([cH:11]1)[N:7]([CH3:16])[CH2:8][CH2:9][O:10]2.